This data is from the Open Reaction Database (ORD), a public repository of structured organic reaction records. The task is: describe an organic reaction: reactants, conditions, products, and yield The reactants are NS(=O)(=O)NCc1ccccc1, CS(C)=O, COc1ccccc1Oc1c(Cl)nc(SC)nc1Cl, [K], O=C(O)CC(O)(CC(=O)O)C(=O)O. Product: COc1ccccc1Oc1c(Cl)nc(SC)nc1NS(=O)(=O)NCc1ccccc1. Reaction SMILES: [CH2:21]([c:22]1[cH:23][cH:24][cH:25][cH:26][cH:27]1)[NH:28][S:29]([NH2:30])(=[O:31])=[O:32].[CH3:46][S:47]([CH3:48])=[O:49].[Cl:1][c:2]1[n:3][c:4]([S:18][CH3:19])[n:5][c:6]([Cl:17])[c:7]1[O:8][c:9]1[c:10]([O:15][CH3:16])[cH:11][cH:12][cH:13][cH:14]1.[K:20].[OH:33][C:34]([CH2:35][C:36]([C:37](=[O:38])[OH:39])([CH2:40][C:41](=[O:42])[OH:43])[OH:44])=[O:45]>>[c:2]1([NH:30][S:29]([NH:28][CH2:21][c:22]2[cH:23][cH:24][cH:25][cH:26][cH:27]2)(=[O:31])=[O:32])[n:3][c:4]([S:18][CH3:19])[n:5][c:6]([Cl:17])[c:7]1[O:8][c:9]1[c:10]([O:15][CH3:16])[cH:11][cH:12][cH:13][cH:14]1. Starting materials: N1=C(C(=CC=C1)O)O (Pyridine-2,3-diol), [OH-].[K+] (potassium hydroxide), C(C1=CC=CC=C1)Br (Benzyl bromide). Run in CO (methanol). Yields the product C(C1=CC=CC=C1)OC=1C(=NC=CC1)O (3-(benzyloxy)pyridin-2-ol). Isolated yield 43.6%. Reaction SMILES: [N:1]1[CH:6]=[CH:5][CH:4]=[C:3]([OH:7])[C:2]=1[OH:8].[OH-].[K+].[CH2:11](Br)[C:12]1[CH:17]=[CH:16][CH:15]=[CH:14][CH:13]=1>CO>[CH2:11]([O:7][C:3]1[C:2]([OH:8])=[N:1][CH:6]=[CH:5][CH:4]=1)[C:12]1[CH:17]=[CH:16][CH:15]=[CH:14][CH:13]=1 |f:1.2|. Reported procedure: Pyridine-2,3-diol (38 g, 342.04 mmol) was added to a solution of potassium hydroxide (21 g, 374.26 mmol) in methanol (400 mL) in portions while maintaining the reaction temperature below 30° C. Benzyl bromide (64.4 g, 376.53 mmol) was then added dropwise with stirring to the reaction mixture at room temperature. The resulting solution was stirred at 40° C. for 5 hr then concentrated in vacuo. The residue was diluted with water (500 mL) and the mixture was extracted with of dichloromethane (2×500... The reactants are C(=O)(C(F)(F)F)O (TFA), C(C)(C)(C)OC(C1=C(C=C(C=C1F)N1C(OC(C1)CNC(C)=O)=O)F)=O (4-[5-(acetylamino-methyl)-2-oxo-oxazolidin-3-yl]-2,6-difluoro-benzoic acid tert-butyl ester). Run in C(Cl)Cl (DCM). Run at time 1 hour. Yields the product C(C)(=O)NCC1CN(C(O1)=O)C1=CC(=C(C(=O)O)C(=C1)F)F (4-[5-(acetylamino-methyl)-2-oxo-oxazolidin-3-yl]-2,6-difluoro-benzoic acid). The yield is 98.4%. Reaction SMILES: C(O)(C(F)(F)F)=O.C([O:12][C:13](=[O:33])[C:14]1[C:19]([F:20])=[CH:18][C:17]([N:21]2[CH2:25][CH:24]([CH2:26][NH:27][C:28](=[O:30])[CH3:29])[O:23][C:22]2=[O:31])=[CH:16][C:15]=1[F:32])(C)(C)C>C(Cl)Cl>[C:28]([NH:27][CH2:26][CH:24]1[O:23][C:22](=[O:31])[N:21]([C:17]2[CH:16]=[C:15]([F:32])[C:14]([C:13]([OH:33])=[O:12])=[C:19]([F:20])[CH:18]=2)[CH2:25]1)(=[O:30])[CH3:29]. Procedure: TFA (10 mL) is added with stirring to a solution of 4-[5-(acetylamino-methyl)-2-oxo-oxazolidin-3-yl]-2,6-difluoro-benzoic acid tert-butyl ester (1.44 g, 3.88 mmol) in DCM (20 mL). The resulting solution is stirred for 1 h, and the volatiles removed under vacuum to afford 4-[5-(acetylamino-methyl)-2-oxo-oxazolidin-3-yl]-2,6-difluoro-benzoic acid as a white solid (1.20 g). The acid intermediate is dissolved in dry t-BuOH (15 mL). Diphenylphosphoryl azide (1 mL, 4.65 mmol) and TEA (1.62 mL, 11.64 m... Starting materials: CC1=NNC2=CC=C(C=C12)C1=NN=C(S1)N (5-(3-Methyl-1H-indazol-5-yl)-[1,3,4]thiadiazol-2-ylamine), BrC=1C=CC(=C(C=O)C1)F (5-bromo-2-fluorobenzaldehyde). Yields the product N1N=CC2=CC(=CC=C12)C1=NN=C(S1)N (5-(1H-indazol-5-yl)-1,3,4-thiadiazol-2-amine). As a reaction SMILES: C[C:2]1[C:10]2[C:5](=[CH:6][CH:7]=[C:8]([C:11]3[S:15][C:14]([NH2:16])=[N:13][N:12]=3)[CH:9]=2)[NH:4][N:3]=1.BrC1C=CC(F)=C(C=1)C=O>>[NH:4]1[C:5]2[C:10](=[CH:9][C:8]([C:11]3[S:15][C:14]([NH2:16])=[N:13][N:12]=3)=[CH:7][CH:6]=2)[CH:2]=[N:3]1. Procedure: 5-(1H-indazol-5-yl)-1,3,4-thiadiazol-2-amine was synthesized in a way similar to that of 4f as shown in Scheme 3 with commercially available 5-bromo-2-fluorobenzaldehyde as the starting material in three steps. MS (API-ES) m/z (%): 218 (100%, M++1). The reactants are CN1C(=O)COc2c(NS(=O)(=O)C(C)(C)C)cccc21, O=C(O)C(F)(F)F. Product: CN1C(=O)COc2c(N[SH](=O)=O)cccc21. As a reaction SMILES: [CH3:1][N:2]1[C:3](=[O:20])[CH2:4][O:5][c:6]2[c:7]1[cH:8][cH:9][cH:10][c:11]2[NH:12][S:13](=[O:14])(=[O:15])[C:16]([CH3:17])([CH3:18])[CH3:19].[OH:21][C:22]([C:23]([F:24])([F:25])[F:26])=[O:27]>>[CH3:1][N:2]1[C:3](=[O:20])[CH2:4][O:5][c:6]2[c:7]1[cH:8][cH:9][cH:10][c:11]2[NH:12][SH:13](=[O:14])=[O:15].